This data is from the Open Reaction Database (ORD), a public repository of structured organic reaction records. The task is: describe an organic reaction: reactants, conditions, products, and yield RXN SMILES: [CH3:1][O:2][CH2:3][CH2:4][n:5]1[n:6][c:7]([NH:10][C:11](=[O:12])[c:13]2[n:14][c:15]([CH3:20])[cH:16][cH:17][c:18]2[NH2:19])[cH:8][cH:9]1.[Cl:21][c:22]1[n:23][cH:24][cH:25][c:26]([F:28])[cH:27]1>>[CH3:1][O:2][CH2:3][CH2:4][n:5]1[n:6][c:7]([NH:10][C:11](=[O:12])[c:13]2[n:14][c:15]([CH3:20])[cH:16][cH:17][c:18]2[NH:19][c:22]2[n:23][cH:24][cH:25][c:26]([F:28])[cH:27]2)[cH:8][cH:9]1. Yields the product COCCn1ccc(NC(=O)c2nc(C)ccc2Nc2cc(F)ccn2)n1. Starting materials: COCCn1ccc(NC(=O)c2nc(C)ccc2N)n1, Fc1ccnc(Cl)c1. The reactants are NC1=NC=CC(=C1)C=1C(=NN(C1)C1=NNC(C=C1)=O)C1=C(C=CC=C1)F (4-(2-aminopyridin-4-yl)-3-(2-fluorophenyl)-1-(1,6-dihydro-6-oxopyridazin-3-yl)-1H-pyrazole), NC1=NC=CC(=C1)C=1C(=NN(C1)C=1C=CC=2N(N1)C=NN2)C2=CC=C(C=C2)F (4-(2-aminopyridin-4-yl)-3-(4-fluorophenyl)-1-([1,2,4]triazolo[4,3-b]pyridazin-6-yl)-1H-pyrazole), C1(CC1)C(=O)Cl (cyclopropylcarbonyl chloride). Yields the product C1(CC1)C(=O)NC1=NC=CC(=C1)C=1C(=NN(C1)C1=NNC(C=C1)=O)C1=C(C=CC=C1)F (4-(2-Cyclopropylcarbonylaminopyridin-4-yl)-3-(2-fluorophenyl)-1-(1,6-dihydro-6-oxopyridazin-3-yl)-1H-pyrazole). Yield: 31.7%. As a reaction SMILES: [NH2:1][C:2]1[CH:7]=[C:6]([C:8]2[C:9]([C:20]3[CH:25]=[CH:24][CH:23]=[CH:22][C:21]=3[F:26])=[N:10][N:11]([C:13]3[CH:18]=[CH:17][C:16](=[O:19])[NH:15][N:14]=3)[CH:12]=2)[CH:5]=[CH:4][N:3]=1.NC1C=C(C2C(C3C=CC(F)=CC=3)=NN(C3C=CC4N(C=NN=4)N=3)C=2)C=CN=1.[CH:55]1([C:58](Cl)=[O:59])[CH2:57][CH2:56]1>>[CH:55]1([C:58]([NH:1][C:2]2[CH:7]=[C:6]([C:8]3[C:9]([C:20]4[CH:25]=[CH:24][CH:23]=[CH:22][C:21]=4[F:26])=[N:10][N:11]([C:13]4[CH:18]=[CH:17][C:16](=[O:19])[NH:15][N:14]=4)[CH:12]=3)[CH:5]=[CH:4][N:3]=2)=[O:59])[CH2:57][CH2:56]1. Procedure: The reaction was carried out in the same manner as in Example 9 except for using 50.0 mg (0.14 mmol) of 4-(2-aminopyridin-4-yl)-3-(2-fluorophenyl)-1-(1,6-dihydro-6-oxopyridazin-3-yl)-1H-pyrazole obtained in Example 26-5) in place of 4-(2-aminopyridin-4-yl)-3-(4-fluorophenyl)-1-([1,2,4]triazolo[4,3-b]pyridazin-6-yl)-1H-pyrazole, and using 31.5 mg (0.30 mmol) of cyclopropylcarbonyl chloride in place of acetic anhydride to obtain 18.5 mg of the title compound as a white powder. (Yield: 31%) Starting materials: CC(=O)OC(C)=O, COC(=O)c1cc(OC)c(OC)cc1N, CCCCCCC. The product is COC(=O)c1cc(OC)c(OC)cc1NC(C)=O. As a reaction SMILES: [CH3:16][C:17](=[O:18])[O:19][C:20](=[O:21])[CH3:22].[CH3:1][O:2][C:3]([c:4]1[c:5]([NH2:14])[cH:6][c:7]([O:12][CH3:13])[c:8]([O:10][CH3:11])[cH:9]1)=[O:15].[CH3:23][CH2:24][CH2:25][CH2:26][CH2:27][CH2:28][CH3:29]>>[CH3:1][O:2][C:3]([c:4]1[c:5]([NH:14][C:17]([CH3:16])=[O:18])[cH:6][c:7]([O:12][CH3:13])[c:8]([O:10][CH3:11])[cH:9]1)=[O:15]. The reactants are O=C([O-])[O-], CN(C)C=O, CC1(C)CN(C2CCCC2)c2nc(Cl)ncc2NC1=O, [Cs+], [Cs+], CI. Product: CN1C(=O)C(C)(C)CN(C2CCCC2)c2nc(Cl)ncc21. RXN SMILES: [C:23](=[O:24])([O-:25])[O-:26].[CH3:29][N:30]([CH3:31])[CH:32]=[O:33].[Cl:1][c:2]1[n:3][cH:4][c:5]2[c:6]([n:20]1)[N:7]([CH:15]1[CH2:16][CH2:17][CH2:18][CH2:19]1)[CH2:8][C:9]([CH3:13])([CH3:14])[C:10](=[O:12])[NH:11]2.[Cs+:27].[Cs+:28].[I:21][CH3:22]>>[Cl:1][c:2]1[n:3][cH:4][c:5]2[c:6]([n:20]1)[N:7]([CH:15]1[CH2:16][CH2:17][CH2:18][CH2:19]1)[CH2:8][C:9]([CH3:13])([CH3:14])[C:10](=[O:12])[N:11]2[CH3:23].